From a dataset of the Open Reaction Database (ORD), a public repository of structured organic reaction records. describe an organic reaction: reactants, conditions, products, and yield Reactants: ClC=1C=NC=C(C1CC(=O)O)Cl ((3.5-dichloro-pyridin-4-yl)-acetic acid), C(=O)(N1C=NC=C1)N1C=NC=C1 (carbonyldiimidazole), COC=1C=C(C=CC1)C(CN)C1=CC=CC=C1 (2-(3-methoxy-phenyl)-2-phenyl-ethylamine). The solvent is C1CCOC1 (THF). Product: ClC=1C=NC=C(C1CC(=O)NCC(C1=CC=CC=C1)C1=CC(=CC=C1)OC)Cl (2-(3,5-Dichloro-pyridin-4-yl)-N-[2-(3-methoxy-phenyl)-2-phenyl-ethyl]-acetamide). The yield is 90.2%. As a reaction SMILES: [Cl:1][C:2]1[CH:3]=[N:4][CH:5]=[C:6]([Cl:12])[C:7]=1[CH2:8][C:9]([OH:11])=O.C(N1C=CN=C1)(N1C=CN=C1)=O.[CH3:25][O:26][C:27]1[CH:28]=[C:29]([CH:33]([C:36]2[CH:41]=[CH:40][CH:39]=[CH:38][CH:37]=2)[CH2:34][NH2:35])[CH:30]=[CH:31][CH:32]=1>C1COCC1>[Cl:12][C:6]1[CH:5]=[N:4][CH:3]=[C:2]([Cl:1])[C:7]=1[CH2:8][C:9]([NH:35][CH2:34][CH:33]([C:29]1[CH:30]=[CH:31][CH:32]=[C:27]([O:26][CH3:25])[CH:28]=1)[C:36]1[CH:37]=[CH:38][CH:39]=[CH:40][CH:41]=1)=[O:11]. Reported procedure: By working in a way similar to that described in example 4 but using (3.5-dichloro-pyridin-4-yl)-acetic acid (5.15 g, 25 mmoles), carbonyldiimidazole (4.24 g, 26.14 mmoles), THF (75 ml) and 2-(3-methoxy-phenyl)-2-phenyl-ethylamine (5.4 g, 23.76 mmoles), obtained as described in example 42, 8.9 g of the title compound were obtained (yield: 85.7%), m.p.: 142-143° C. Reactants: Cl.Cl.CC1=C(C=C(C(=C1)N)OC)N (2-methyl-5-methoxy paraphenylene diamine dihydrochloride), ice water, N (ammonia), S(=O)(=O)([O-])OOS(=O)(=O)[O-].[NH4+].[NH4+] (ammonium persulfate), CC1=C(C=C(C=C1)NC(=O)N)O (2-methyl-5-ureido phenol). Solvent: O (water), O (water), C(C)(C)O (isopropyl alcohol). Product: C1=CC(=O)C=CC1=NC2=CC=C(C=C2)N (indoaniline). The yield is 121.1%. Reaction SMILES: C[C:2]1[CH:7]=[CH:6][C:5](NC(N)=O)=[CH:4][C:3]=1[OH:12].N.Cl.Cl.C[C:17]1[CH:22]=[C:21]([NH2:23])[C:20](OC)=[CH:19][C:18]=1[NH2:26].S(OOS([O-])(=O)=O)([O-])(=O)=O.[NH4+].[NH4+]>O.C(O)(C)C>[CH:7]1[C:6](=[N:26][C:18]2[CH:17]=[CH:22][C:21]([NH2:23])=[CH:20][CH:19]=2)[CH:5]=[CH:4][C:3](=[O:12])[CH:2]=1 |f:2.3.4,5.6.7|. Procedure: There is dissolved 0.5 mole (83 g) of 2-methyl-5-ureido phenol into two liters of isopropyl alcohol to which have been added six liters of ice water and two liters of ammonia (22° Be). To this solution there is added 0.5 mole (112.5 g) of 2-methyl-5-methoxy paraphenylene diamine dihydrochloride in 800 cc of water. Then little by little, and with agitation there is added 1 mole (228 g) of ammonium persulfate in 400 cc of water. The reaction mixture is then filtered to recover the above benzoquino... Starting materials: C([O-])([O-])=O.[K+].[K+] (Potassium carbonate), C(C1=CC=CC=C1)Cl (benzyl chloride), CN(C)C=O (DMF), ClC1=CC=C(COC2=C(C(=NO)N3C=NC=C3)C=CC=C2)C=C1 (2-(4-chlorobenzyloxy)-α-(1-imidazolyl)benzaldehyde oxime). Run in CCOCC (ether). Reaction conditions: temperature 60 celsius, time 2 hour. The product is C(C1=CC=CC=C1)ON=C(C1=C(C=CC=C1)OCC1=CC=C(C=C1)Cl)N1C=NC=C1 (2-(4-chlorobenzyloxy)-α-(1-imidazolyl)benzaldehyde O-benzyloxime). Isolated yield 90.3%. As a reaction SMILES: C(=O)([O-])[O-].[K+].[K+].[CH2:7](Cl)[C:8]1[CH:13]=[CH:12][CH:11]=[CH:10][CH:9]=1.CN(C=O)C.[Cl:20][C:21]1[CH:42]=[CH:41][C:24]([CH2:25][O:26][C:27]2[CH:40]=[CH:39][CH:38]=[CH:37][C:28]=2[C:29]([N:32]2[CH:36]=[CH:35][N:34]=[CH:33]2)=[N:30][OH:31])=[CH:23][CH:22]=1>CCOCC>[CH2:7]([O:31][N:30]=[C:29]([N:32]1[CH:36]=[CH:35][N:34]=[CH:33]1)[C:28]1[CH:37]=[CH:38][CH:39]=[CH:40][C:27]=1[O:26][CH2:25][C:24]1[CH:41]=[CH:42][C:21]([Cl:20])=[CH:22][CH:23]=1)[C:8]1[CH:13]=[CH:12][CH:11]=[CH:10][CH:9]=1 |f:0.1.2|. Procedure: Potassium carbonate (0.21 g), benzyl chloride (0.15 g) and DMF (2 ml) were added to 2-(4-chlorobenzyloxy)-α-(1-imidazolyl)benzaldehyde oxime (0.33 g), and the mixture was stirred at 60° C. for 2 hours. After completion of the reaction, ether (100 ml) was added, and the mixture was extracted with brine (80 ml) twice, dried over anhydrous magnesium sulfate and concentrated under reduced pressure. The resulting crude product was purified by silica gel chromatography to give 2-(4-chlorobenzyloxy)-α-... Starting materials: COc1cc(C#N)ccc1C1C(C#N)=C(C)Nc2cc[nH]c(=O)c21, C1CCOC1, CO, CCOS(=O)(=O)C(F)(F)F. Product: CCOc1nccc2c1C(c1ccc(C#N)cc1OC)C(C#N)=C(C)N2. As a reaction SMILES: [C:1](#[N:2])[c:3]1[cH:4][c:5]([O:23][CH3:24])[c:6]([CH:9]2[C:10]([C:21]#[N:22])=[C:11]([CH3:20])[NH:12][c:13]3[cH:14][cH:15][nH:16][c:17](=[O:19])[c:18]32)[cH:7][cH:8]1.[CH2:37]1[O:38][CH2:39][CH2:40][CH2:41]1.[CH3:35][OH:36].[F:25][C:26]([F:27])([F:28])[S:29]([O:30][CH2:31][CH3:32])(=[O:33])=[O:34]>>[C:1](#[N:2])[c:3]1[cH:4][c:5]([O:23][CH3:24])[c:6]([CH:9]2[C:10]([C:21]#[N:22])=[C:11]([CH3:20])[NH:12][c:13]3[cH:14][cH:15][n:16][c:17]([O:19][CH2:31][CH3:32])[c:18]32)[cH:7][cH:8]1. The reagents and catalysts are O=[Os](=O)(=O)=O (OsO4). Procedure details: OsO4 (23 mg, 0.09 mmol) was added to a stirred solution of methyl 13-cyclohexyl-7H-indolo{2,1-a][2]benzazepine-10-carboxylate (341 mg, 0.92 mmol) and 4-methyl-morpholine N-oxide(430 mg, 3.68 mmol) in acetone-water (50 mL-6 mL) at rt. The reaction mixture was stirred at rt for 18 hr and then diluted with aqueous sodium thiosulfate. The mixture was extracted with ethyl acetate. The organic layer was washed with brine (3×) and dried over sodium sulfate, filtered and evaporated under reduced pressur... Yields the product C1(CCCCC1)C=1C=2C=CC(=CC2N2C1C1=C([C@H]([C@H](C2)O)O)C=CC=C1)C(=O)OC (Methyl (5R,6S)-rel-13-cyclohexyl-6,7-dihydro-5,6-dihydroxy-5H-indolo[2,1-a][2]benzazepine-10-carboxylate). The reactants are C1(CCCCC1)C=1C=2C=CC(=CC2N2C1C1=C(C=CC2)C=CC=C1)C(=O)OC (methyl 13-cyclohexyl-7H-indolo{2,1-a][2]benzazepine-10-carboxylate), C[N+]1(CCOCC1)[O-] (4-methyl-morpholine N-oxide), CC(=O)C.O (acetone water). Isolated yield 91.0%. Conditions: time 18 hour. Solvent: S(=S)(=O)([O-])[O-].[Na+].[Na+] (sodium thiosulfate). Reaction SMILES: [CH:1]1([C:7]2[C:8]3[CH:9]=[CH:10][C:11]([C:25]([O:27][CH3:28])=[O:26])=[CH:12][C:13]=3[N:14]3CC=C[C:17]4[CH:21]=[CH:22][CH:23]=[CH:24][C:16]=4[C:15]=23)[CH2:6][CH2:5][CH2:4][CH2:3][CH2:2]1.C[N+]1([O-])CC[O:33]CC1.[CH3:37][C:38]([CH3:40])=[O:39].O>S([O-])([O-])(=O)=S.[Na+].[Na+].O=[Os](=O)(=O)=O>[CH:1]1([C:7]2[C:8]3[CH:9]=[CH:10][C:11]([C:25]([O:27][CH3:28])=[O:26])=[CH:12][C:13]=3[N:14]3[CH2:40][C@H:38]([OH:39])[C@H:37]([OH:33])[C:17]4[CH:21]=[CH:22][CH:23]=[CH:24][C:16]=4[C:15]=23)[CH2:6][CH2:5][CH2:4][CH2:3][CH2:2]1 |f:2.3,4.5.6|.